Task: describe an organic reaction: reactants, conditions, products, and yield. Dataset: the Open Reaction Database (ORD), a public repository of structured organic reaction records Reaction SMILES: O1CCC(=O)C[CH2:2]1.[CH3:8][O:9][C:10](=[O:19])[C:11]1[CH:16]=[CH:15][C:14](N)=[C:13](I)[CH:12]=1.C1[N:25]2[CH2:26][CH2:27][N:22]([CH2:23][CH2:24]2)C1.[O-]S([O-])(=O)=O.[Mg+2]>CN(C=O)C.CC([O-])=O.CC([O-])=O.[Pd+2]>[CH2:24]1[C:23]2[NH:22][C:12]3[C:11]([C:10]([O:9][CH3:8])=[O:19])=[CH:16][CH2:15][CH2:14][C:13]=3[C:2]=2[CH:27]=[CH:26][NH:25]1 |f:3.4,6.7.8|. Run at temperature 105 celsius. Reagents/catalysts: CC(=O)[O-].CC(=O)[O-].[Pd+2] (Pd(OAc)2). The reactants are O1CCC(CC1)=O (Tetrahydro-4H-pyran-4-one), COC(C1=CC(=C(C=C1)N)I)=O (4-amino-3-iodobenzoic acid methyl ester), C1CN2CCN1CC2 (DABCO), [O-]S(=O)(=O)[O-].[Mg+2] (MgSO4). The product is C1NC=CC2=C1NC=1C(=CCCC21)C(=O)OC (Methyl 1,2,5,6-tetrahydropyrido[3,4-b]indole-8-carboxylate). Run in CN(C)C=O (DMF). Procedure details: Tetrahydro-4H-pyran-4-one (1.3 g, 13 mmol), 4-amino-3-iodobenzoic acid methyl ester (3.46 g, 12.5 mmol), DABCO (4.37 g, 39 mmol), MgSO4 (2.35 g, 19.5 mmol) and Pd(OAc)2 (0.15 g, 0.00065 mol) were dissolved in DMF (18 mL) and heated under nitrogen at 105° C. for 2 days. The reaction mixture was then partitioned between ethyl acetate and water, and extracted. The crude was purified by column chromatography (98/2 DCM/MeOH) to give 0.62 g of title compound. The yield is 21.5%. Reactants: N(N)C1=NC=C(C=C1C)[N+](=O)[O-] (2-hydrazinyl-3-methyl-5-nitropyridine), CC(=O)OC(=O)C (Ac2O). Run in O1CCOCC1 (dioxane). The product is CC=1C(=NC=C(C1)[N+](=O)[O-])NNC(C)=O (N′-(3-methyl-5-nitropyridin-2-yl)acetohydrazide). Yield: 100.0%. As a reaction SMILES: [NH:1]([C:3]1[C:8]([CH3:9])=[CH:7][C:6]([N+:10]([O-:12])=[O:11])=[CH:5][N:4]=1)[NH2:2].[CH3:13][C:14](OC(C)=O)=[O:15]>O1CCOCC1>[CH3:9][C:8]1[C:3]([NH:1][NH:2][C:14](=[O:15])[CH3:13])=[N:4][CH:5]=[C:6]([N+:10]([O-:12])=[O:11])[CH:7]=1. Procedure: To a suspension 2-hydrazinyl-3-methyl-5-nitropyridine (Step 67.1) (33.2 g, 198 mmol) in dioxane (175 mL) was added Ac2O (20.5 mL, 217 mmol) and the reaction was stirred at RT for min. The reaction mixture was poured onto ice-water and stirred for 1 hr at 0° C. The precipitate was collected by filtration, washed with H2O and Et2O, and dried under reduced pressure at 50° C. to afford the title product (41.5 g, 198 mmol, 99.5% yield) as light beige solid. tR: 0.45 min (LC-MS 2); ESI-MS: 211 [M+H]+;... Starting materials: CC1(OC2=C(NC1=O)C=C(C=C2)[N+](=O)[O-])C (3,4-dihydro-2,2-dimethyl-6-nitro-3-oxo-2H-1,4-benzoxazine), [H-].[Na+] (sodium hydride), C(C(=O)C1=CC=CC=C1)Br (phenacyl bromide). Run in CN(C=O)C (N,N-dimethylformamide). Run at time 1 hour. Product: CC1(OC2=C(N(C1=O)CC(=O)C1=CC=CC=C1)C=C(C=C2)[N+](=O)[O-])C (3,4-dihydro-2,2-dimethyl-6-nitro-3-oxo-4-phenacyl-2H-1,4-benzoxazine). The yield is 66.6%. RXN SMILES: [CH3:1][C:2]1([CH3:16])[C:7](=[O:8])[NH:6][C:5]2[CH:9]=[C:10]([N+:13]([O-:15])=[O:14])[CH:11]=[CH:12][C:4]=2[O:3]1.[H-].[Na+].[CH2:19](Br)[C:20]([C:22]1[CH:27]=[CH:26][CH:25]=[CH:24][CH:23]=1)=[O:21]>CN(C)C=O>[CH3:1][C:2]1([CH3:16])[C:7](=[O:8])[N:6]([CH2:19][C:20]([C:22]2[CH:27]=[CH:26][CH:25]=[CH:24][CH:23]=2)=[O:21])[C:5]2[CH:9]=[C:10]([N+:13]([O-:15])=[O:14])[CH:11]=[CH:12][C:4]=2[O:3]1 |f:1.2|. Reported procedure: In an argon gas stream, 2.0 g of 3,4-dihydro-2,2-dimethyl-6-nitro-3-oxo-2H-1,4-benzoxazine was added gradually to 0.4 g of 60% sodium hydride in oil in 40 ml of dry N,N-dimethylformamide. The mixture was stirred at room temperature for 1 hour and 2.68 g of phenacyl bromide was added. The mixture was stirred at room temperature for 1 hour, after which the solvent was distilled off under reduced pressure. The residue was diluted with 50 ml of water and extracted with ethyl acetate. The extract was...